Dataset: the Open Reaction Database (ORD), a public repository of structured organic reaction records. Task: describe an organic reaction: reactants, conditions, products, and yield Procedure details: Treatment of ethyl 5-ethenyl-4-oxo-1,4-dihydroquinoline-2-carboxylate (0.15 g) with sodium hydroxide (0.1 g), as described in Example 1c, gave 5-ethenyl-4-oxo-1,4-dihydroquinoline-2-carboxylic acid (0.094 g), mp 265°-266° C., δ (360 MHz, DMSO-d6) 5.24 and 5.54 (2H, 2dd, =CH2), 6.56 (1H, s, 3-H), 7.37 (1H, d, 6-H), 7.62 (1H, t, 7-H), 7.91 (1H, d, 8-H), 8.17 (1H, 2d, CH=) and 11.80 (1H, bs, NH), (Found: C, 66.43; H, 4.37; N, 6.37%, C12H9NO3. 0.1 H2O requires C, 66.35; H, 4.36; N, 6.44%). Reactants: C(=C)C1=C2C(C=C(NC2=CC=C1)C(=O)OCC)=O (ethyl 5-ethenyl-4-oxo-1,4-dihydroquinoline-2-carboxylate), [OH-].[Na+] (sodium hydroxide), 2d. Isolated yield 70.8%. Run in O (H2O). The product is C(=C)C1=C2C(C=C(NC2=CC=C1)C(=O)O)=O (5-ethenyl-4-oxo-1,4-dihydroquinoline-2-carboxylic acid). RXN SMILES: [CH:1]([C:3]1[CH:12]=[CH:11][CH:10]=[C:9]2[C:4]=1[C:5](=[O:18])[CH:6]=[C:7]([C:13]([O:15]CC)=[O:14])[NH:8]2)=[CH2:2].[OH-].[Na+]>O>[CH:1]([C:3]1[CH:12]=[CH:11][CH:10]=[C:9]2[C:4]=1[C:5](=[O:18])[CH:6]=[C:7]([C:13]([OH:15])=[O:14])[NH:8]2)=[CH2:2] |f:1.2|. Procedure details: To a solution of 13 mg of piperidin-4-yl (2R)-2-((1R)-3,3-difluorocyclopentyl)-2-hydroxy-2-(4-bromophenyl)ethanoate in 1 ml of anhydrous ethanol, 4 mg of ethyl formimidate hydrochloride was added, followed by 13 hours' stirring at room temperature. The reaction liquid was condensed to dry solid. Purifying the crude product on silica gel column chromatography (eluent: chloroform/methanol=10/1), 9 mg of the title compound was obtained as a colorless solid. Solvent: C(C)O (ethanol). The yield is 60.1%. Starting materials: FC1(C[C@@H](CC1)[C@](C(=O)OC1CCNCC1)(C1=CC=C(C=C1)Br)O)F (piperidin-4-yl (2R)-2-((1R)-3,3-difluorocyclopentyl)-2-hydroxy-2-(4-bromophenyl)ethanoate), Cl.C(OCC)=N (ethyl formimidate hydrochloride). As a reaction SMILES: [F:1][C:2]1([F:25])[CH2:6][CH2:5][C@@H:4]([C@@:7]([OH:24])([C:17]2[CH:22]=[CH:21][C:20]([Br:23])=[CH:19][CH:18]=2)[C:8]([O:10][CH:11]2[CH2:16][CH2:15][NH:14][CH2:13][CH2:12]2)=[O:9])[CH2:3]1.[ClH:26].[CH:27](=[NH:31])OCC>C(O)C>[ClH:26].[F:25][C:2]1([F:1])[CH2:6][CH2:5][C@@H:4]([C@@:7]([OH:24])([C:17]2[CH:18]=[CH:19][C:20]([Br:23])=[CH:21][CH:22]=2)[C:8]([O:10][CH:11]2[CH2:12][CH2:13][N:14]([CH:27]=[NH:31])[CH2:15][CH2:16]2)=[O:9])[CH2:3]1 |f:1.2,4.5|. Conditions: time 13 hour. The product is Cl.FC1(C[C@@H](CC1)[C@](C(=O)OC1CCN(CC1)C=N)(C1=CC=C(C=C1)Br)O)F (1-(Iminomethyl)piperidin-4-yl (2R)-2-((1R)-3,3-difluorocyclopentyl)-2-hydroxy-2-(4-bromophenyl)-ethanoate monohydrochloride). Solvent: O (water), O1CCCC1 (tetrahydrofuran). Yield: 120.9%. Procedure: In a solution of 0.70 g of 2-bromo-4-[5-(3,5-dichlorophenyl)-5-trifluoromethyl-4,5-dihydroisoxazol-3-yl]benzoic acid methyl ester synthesized similarly to Step 1 of Synthetic Example 10 in 20 ml of tetrahydrofuran and 10 ml of water, 0.18 g of phenyl boric acid, 0.39 g of potassium carbonate and 0.05 g of dichlorobis(triphenylphosphine) palladium (II) were added, and stirred under reflux with heat for 1.5 hour. After the completion of the reaction, the solvent was distilled off under reduced pre... Reaction SMILES: [CH3:1][O:2][C:3](=[O:28])[C:4]1[CH:9]=[CH:8][C:7]([C:10]2[CH2:14][C:13]([C:19]3[CH:24]=[C:23]([Cl:25])[CH:22]=[C:21]([Cl:26])[CH:20]=3)([C:15]([F:18])([F:17])[F:16])[O:12][N:11]=2)=[CH:6][C:5]=1Br.[C:29]1(OB(O)O)[CH:34]=[CH:33][CH:32]=[CH:31][CH:30]=1.C(=O)([O-])[O-].[K+].[K+]>O1CCCC1.O>[CH3:1][O:2][C:3](=[O:28])[C:4]1[CH:9]=[CH:8][C:7]([C:10]2[CH2:14][C:13]([C:19]3[CH:24]=[C:23]([Cl:25])[CH:22]=[C:21]([Cl:26])[CH:20]=3)([C:15]([F:18])([F:17])[F:16])[O:12][N:11]=2)=[CH:6][C:5]=1[C:29]1[CH:34]=[CH:33][CH:32]=[CH:31][CH:30]=1 |f:2.3.4|. Reactants: C1(=CC=CC=C1)OB(O)O (phenyl boric acid), C([O-])([O-])=O.[K+].[K+] (potassium carbonate), dichlorobis(triphenylphosphine) palladium (II), COC(C1=C(C=C(C=C1)C1=NOC(C1)(C(F)(F)F)C1=CC(=CC(=C1)Cl)Cl)Br)=O (2-bromo-4-[5-(3,5-dichlorophenyl)-5-trifluoromethyl-4,5-dihydroisoxazol-3-yl]benzoic acid methyl ester). The product is COC(C1=C(C=C(C=C1)C1=NOC(C1)(C(F)(F)F)C1=CC(=CC(=C1)Cl)Cl)C1=CC=CC=C1)=O (4-[5-(3,5-dichlorophenyl)-5-trifluoromethyl-4,5-dihydroisoxazol-3-yl]-2-phenyl benzoic acid methyl ester). The reactants are CSC1=C(C=C(S1)C(=O)OC)C(NCC(C1=CC=CC=C1)=O)=O (methyl 5-methylthio-4-[N-(2-oxo-2-phenylethyl)carbamoyl]thiophene-2-carboxylate), P(=O)(Cl)(Cl)Cl (phosphorus oxychloride). Run in CN(C)C=O (DMF). Run at time 20 hour. Product: CSC1=C(C=C(S1)C(=O)OC)C=1OC(=CN1)C1=CC=CC=C1 (Methyl 5-methylthio-4-(5-phenyl(1,3-oxazol-2-yl))thiophene-2-carboxylate). The yield is 64.3%. RXN SMILES: [CH3:1][S:2][C:3]1[S:7][C:6]([C:8]([O:10][CH3:11])=[O:9])=[CH:5][C:4]=1[C:12](=[O:23])[NH:13][CH2:14][C:15](=O)[C:16]1[CH:21]=[CH:20][CH:19]=[CH:18][CH:17]=1.P(Cl)(Cl)(Cl)=O>CN(C=O)C>[CH3:1][S:2][C:3]1[S:7][C:6]([C:8]([O:10][CH3:11])=[O:9])=[CH:5][C:4]=1[C:12]1[O:23][C:15]([C:16]2[CH:17]=[CH:18][CH:19]=[CH:20][CH:21]=2)=[CH:14][N:13]=1. Reported procedure: To a cooled (0° C.) solution of 80.1 mg (0.229 mmol) of methyl 5-methylthio-4-[N-(2-oxo-2-phenylethyl)carbamoyl]thiophene-2-carboxylate (as prepared in the previous step) in 2 mL of anhyd DMF was added 26.7 μL (0.286 mmol) of phosphorus oxychloride. After stirring for 20 h at room temperature, the mixture was concentrated in vacuo. The resulting yellow solid was recrystallized twice from MeOH to afford the title compound as a beige powder (48.8 mg, 64%). 1H-NMR (300 MHz, DMSO-d6) δ8.26 (s, 1H), ... Reactants: [BH3-]C#N, CC(C)=O, CO, Cl, CCOC(=O)N1CCNCC1, [Na+], [Na+], O=C([O-])O. Product: CCOC(=O)N1CCN(C(C)C)CC1. RXN SMILES: [C:16]([BH3-:17])#[N:18].[CH3:12][C:13]([CH3:14])=[O:15].[CH3:21][OH:22].[ClH:20].[N:1]1([C:7](=[O:8])[O:9][CH2:10][CH3:11])[CH2:2][CH2:3][NH:4][CH2:5][CH2:6]1.[Na+:19].[Na+:27].[O-:23][C:24]([OH:25])=[O:26]>>[N:1]1([C:7](=[O:8])[O:9][CH2:10][CH3:11])[CH2:2][CH2:3][N:4]([CH:13]([CH3:12])[CH3:14])[CH2:5][CH2:6]1. Starting materials: C(#N)C1=C(C=CC=C1)C=CC(=O)N[C@@H](CC1=CC=C(C=C1)OC)C(=O)OC (Methyl N-[3-(2-Cyanophenyl)acryloyl]-O4-Methyl-L-Tyrosinate), [OH-].[Na+] (sodium hydroxide). Procedure details: The same procedures as in Example 64 were carried out from the compound obtained in Example 42 (3.1 g), 1 mol/L of an aqueous sodium hydroxide solution (13 mL), and methanol (130 mL), to give the captioned compound (2.7 g, 89%) as crystals. RXN SMILES: [C:1]([C:3]1[CH:8]=[CH:7][CH:6]=[CH:5][C:4]=1[CH:9]=[CH:10][C:11]([NH:13][C@H:14]([C:24]([O:26]C)=[O:25])[CH2:15][C:16]1[CH:21]=[CH:20][C:19]([O:22][CH3:23])=[CH:18][CH:17]=1)=[O:12])#[N:2].[OH-].[Na+]>CO>[C:1]([C:3]1[CH:8]=[CH:7][CH:6]=[CH:5][C:4]=1[CH:9]=[CH:10][C:11]([NH:13][C@H:14]([C:24]([OH:26])=[O:25])[CH2:15][C:16]1[CH:21]=[CH:20][C:19]([O:22][CH3:23])=[CH:18][CH:17]=1)=[O:12])#[N:2] |f:1.2|. The product is C(#N)C1=C(C=CC=C1)C=CC(=O)N[C@@H](CC1=CC=C(C=C1)OC)C(=O)O (N-[3-(2-Cyanophenyl)acryloyl]-O4-Methyl-L-Tyrosine). Yield: 90.6%. Run in CO (methanol). The reactants are Clc1cc(NCc2ccccn2)c2c(-c3ccccc3)csc2n1, ClCCl, NCCO. Product: OCCNc1cc(NCc2ccccn2)c2c(-c3ccccc3)csc2n1. Reaction SMILES: [Cl:1][c:2]1[cH:3][c:4]([NH:17][CH2:18][c:19]2[n:20][cH:21][cH:22][cH:23][cH:24]2)[c:5]2[c:6]([n:7]1)[s:8][cH:9][c:10]2-[c:11]1[cH:12][cH:13][cH:14][cH:15][cH:16]1.[Cl:29][CH2:30][Cl:31].[NH2:25][CH2:26][CH2:27][OH:28]>>[c:2]1([NH:25][CH2:26][CH2:27][OH:28])[cH:3][c:4]([NH:17][CH2:18][c:19]2[n:20][cH:21][cH:22][cH:23][cH:24]2)[c:5]2[c:6]([n:7]1)[s:8][cH:9][c:10]2-[c:11]1[cH:12][cH:13][cH:14][cH:15][cH:16]1. The reactants are CC=1C=NC=2CCCCC2C1 (5,6,7,8-tetrahydro-3-methylquinoline), O=CC1=CC(OC)=C(O)C=C1 (vanillin), C(C)(=O)OC(C)=O (acetic anhydride). Reagents/catalysts: [Cl-].[Zn+2].[Cl-] (zinc chloride). The product is C(C)(=O)OC1=C(C=C(\C=C\2/CCCC=3C=C(C=NC23)C)C=C1)OC (E-8-(4-Acetoxy-3-methoxybenzylidene)-5,6,7,8-tetrahydro-3-methylquinoline), hydrochloride salt. As a reaction SMILES: [CH3:1][C:2]1[CH:3]=[N:4][C:5]2[CH2:6][CH2:7][CH2:8][CH2:9][C:10]=2[CH:11]=1.O=[CH:13][C:14]1[CH:22]=[CH:21][C:19]([OH:20])=[C:16]([O:17][CH3:18])[CH:15]=1.[C:23](OC(=O)C)(=[O:25])[CH3:24]>[Cl-].[Zn+2].[Cl-]>[C:23]([O:20][C:19]1[CH:21]=[CH:22][C:14](/[CH:13]=[C:6]2\[CH2:7][CH2:8][CH2:9][C:10]3[CH:11]=[C:2]([CH3:1])[CH:3]=[N:4][C:5]\2=3)=[CH:15][C:16]=1[O:17][CH3:18])(=[O:25])[CH3:24] |f:3.4.5|. Procedure details: A mixture of 5,6,7,8-tetrahydro-3-methylquinoline (20 ml), vanillin (25 g), acetic anhydride (50 ml), and zinc chloride (1 g) was heated at reflux for 30 hours. The solvent was removed by evaporation and the residue was dissolved in ethyl acetate. This solution was shaken with 2N HCl and a crystalline solid was deposited. This was removed by filtration, washed with diethyl ether and propan-2-ol/diethyl ether. The product was then dried to give the title compound as the hydrochloride salt (34 g) ... Starting materials: CC(=O)Nc1ccc(Sc2c(N)cc(C(=O)O)cc2S(N)(=O)=O)cc1, COCCOCCOC, O=Cc1ccco1. The product is CC(=O)Nc1ccc(Sc2c(NCc3ccco3)cc(C(=O)O)cc2S(N)(=O)=O)cc1. Reaction SMILES: [C:1]([CH3:2])(=[O:3])[NH:4][c:5]1[cH:6][cH:7][c:8]([S:11][c:12]2[c:13]([NH2:25])[cH:14][c:15]([C:16](=[O:17])[OH:18])[cH:19][c:20]2[S:21]([NH2:22])(=[O:23])=[O:24])[cH:9][cH:10]1.[CH3:33][O:34][CH2:35][CH2:36][O:37][CH2:38][CH2:39][O:40][CH3:41].[CH:26]([c:27]1[cH:28][cH:29][cH:30][o:31]1)=[O:32]>>[C:1]([CH3:2])(=[O:3])[NH:4][c:5]1[cH:6][cH:7][c:8]([S:11][c:12]2[c:13]([NH:25][CH2:26][c:27]3[cH:28][cH:29][cH:30][o:31]3)[cH:14][c:15]([C:16](=[O:17])[OH:18])[cH:19][c:20]2[S:21]([NH2:22])(=[O:23])=[O:24])[cH:9][cH:10]1. The product is NC1=NC=C(C=N1)C1=CC(=C(C(=C1)C)O)C (4-(2-aminopyrimidin-5-yl)-2,6-dimethylphenol). The yield is 27.8%. The solvent is C(OC)COC.O (dimethoxyethane water). The reagents and catalysts are C1=CC=C(C=C1)P([C-]2C=CC=C2)C3=CC=CC=C3.C1=CC=C(C=C1)P([C-]2C=CC=C2)C3=CC=CC=C3.Cl[Pd]Cl.[Fe+2] (Pd(dppf)Cl2). RXN SMILES: [NH2:1][C:2]1[N:7]=[CH:6][C:5](B(O)O)=[CH:4][N:3]=1.Br[C:12]1[CH:17]=[C:16]([CH3:18])[C:15]([OH:19])=[C:14]([CH3:20])[CH:13]=1.C(=O)([O-])[O-].[Na+].[Na+].O>C(COC)OC.O.C1C=CC(P(C2C=CC=CC=2)[C-]2C=CC=C2)=CC=1.C1C=CC(P(C2C=CC=CC=2)[C-]2C=CC=C2)=CC=1.Cl[Pd]Cl.[Fe+2]>[NH2:1][C:2]1[N:7]=[CH:6][C:5]([C:12]2[CH:17]=[C:16]([CH3:18])[C:15]([OH:19])=[C:14]([CH3:20])[CH:13]=2)=[CH:4][N:3]=1 |f:2.3.4,6.7,8.9.10.11|. Starting materials: BrC1=CC(=C(C(=C1)C)O)C (4-Bromo-2,6-dimethylphenol), C([O-])([O-])=O.[Na+].[Na+] (sodium carbonate), O (water), NC1=NC=C(C=N1)B(O)O (2-Aminopyrimidin-5-ylboronic acid). Procedure details: 2-Aminopyrimidin-5-ylboronic acid (0.76 g, 5.4 mmol) was dissolved in dimethoxyethane/water (2:1). 4-Bromo-2,6-dimethylphenol (0.91 g, 4.52 mmol) and Pd(dppf)Cl2 (0.19 g, 0.14 mmol), sodium carbonate (1.4 g, 14 mmol) were added thereto, followed by reacting in microwave reactor at 120° C. for 15 minutes. After the completion of the reaction, the reaction mixture was added with water, and extracted with dichloromethane. The obtained organic layer was dried over magnesium sulfate, concentrated und... Reaction conditions: time 15 minute.